Dataset: the Open Reaction Database (ORD), a public repository of structured organic reaction records. Task: describe an organic reaction: reactants, conditions, products, and yield Reactants: NC=1C=C2C(=CNC2=CC1)C[C@@H]1NCCC1 ((R)-5-Amino-3-(pyrrolidin-2-ylmethyl)indole), ClC1=NC=CC=C1[N+](=O)[O-] (2-chloro-3-nitropyridine), C(C)(=O)[O-].[Na+] (Sodium acetate). Run in C(C)(=O)O (acetic acid). Product: [N+](=O)([O-])C=1C(=NC=CC1)NC=1C=C2C(=CNC2=CC1)C[C@@H]1NCCC1 ((R)-5-(3-Nitropyrid-2-ylamino)-3-(pyrrolidin-2-ylmethyl)-1H-indole). The yield is 23.0%. As a reaction SMILES: [NH2:1][C:2]1[CH:3]=[C:4]2[C:8](=[CH:9][CH:10]=1)[NH:7][CH:6]=[C:5]2[CH2:11][C@H:12]1[CH2:16][CH2:15][CH2:14][NH:13]1.Cl[C:18]1[C:23]([N+:24]([O-:26])=[O:25])=[CH:22][CH:21]=[CH:20][N:19]=1.C([O-])(=O)C.[Na+]>C(O)(=O)C>[N+:24]([C:23]1[C:18]([NH:1][C:2]2[CH:3]=[C:4]3[C:8](=[CH:9][CH:10]=2)[NH:7][CH:6]=[C:5]3[CH2:11][C@H:12]2[CH2:16][CH2:15][CH2:14][NH:13]2)=[N:19][CH:20]=[CH:21][CH:22]=1)([O-:26])=[O:25] |f:2.3|. Procedure details: (R)-5-Amino-3-(pyrrolidin-2-ylmethyl)indole and 2-chloro-3-nitropyridine were used. Sodium acetate was used as base, acetic acid was used as solvent, and the reaction was heated at reflux (116°0 C.) for 2 hours. Column chromatography afforded the title compound (23%) as a dark red foam: 1H NMR (CDCl3) δ 10.05 (br s, 1H), 9.23 (br s, 1H), 8.49 (dd, J=1.8 and 8.3 Hz, 1H), 8.39 (1.8 and 4.5 Hz, 1H), 7.70 (d, J=1.7 Hz,1H), 7.33-7.22 (m, 2H), 6.98 (s,1H), 6.73 (dd, J=4.5 and 8.3 Hz, 1H), 3.46-3.34 (m... Starting materials: N(C(C)C)C(C)C (iPr2NH), [Li]CCCC (n-BuLi), [NH4+].[Cl-] (NH4Cl), C(C)=NS(=O)C(C)(C)C (N-ethylidene-2-methyl-2-propanesulfinamide), IC1=C(CO)C=C(C=C1)Cl (2-iodo-5-chlorobenzyl alcohol), [Li]CCCC (n-BuLi). Solvent: C1CCOC1 (THF), C1CCOC1 (THF), C1CCOC1 (THF), C1CCOC1 (THF). Run at temperature -78 celsius, time 15 minute. Yields the product C(C)(C)(C)S(=O)NC(C)C1=C(CO)C=C(C=C1)Cl (2-(1-tert-butylsulfinamidylethyl)-5-chlorobenzyl alcohol). RXN SMILES: N(C(C)C)C(C)C.[Li]CCCC.I[C:14]1[CH:21]=[CH:20][C:19]([Cl:22])=[CH:18][C:15]=1[CH2:16][OH:17].[CH:23](=[N:25][S:26]([C:28]([CH3:31])([CH3:30])[CH3:29])=[O:27])[CH3:24].[NH4+].[Cl-]>C1COCC1>[C:28]([S:26]([NH:25][CH:23]([C:14]1[CH:21]=[CH:20][C:19]([Cl:22])=[CH:18][C:15]=1[CH2:16][OH:17])[CH3:24])=[O:27])([CH3:31])([CH3:30])[CH3:29] |f:4.5|. Procedure details: To a stirred solution of iPr2NH (0.31 mL, 2.24 mmol) in THF (10 mL) at −78° C. under nitrogen atmosphere was added 2.5M n-BuLi in THF solution (0.75 mL, 1.86 mmol). The solution was stirred for 15 min at −78° C. and added to it in one portion was 2-iodo-5-chlorobenzyl alcohol (0.5 g, 1.86 mmol). This solution was stirred for 30 min at −78° C. then was concentrated in vacuo and placed under high vacuum for 1 h. The residue, under nitrogen atmosphere, was dissolved in THF (20 mL), cooled to −78° C... Starting materials: CN1C2CCC1CC(C2)OS(=O)(=O)C (Tropine-3-mesylate), C(C)OC(=S)[S-].[Na+] (sodium ethylxanthate). The solvent is C1(=CC=CC=C1)C (toluene). Conditions: time 2 hour. The product is CN1[C@@H]2CC[C@H]1CC(C2)SC(=O)S (tropine-3-xanthate). RXN SMILES: [CH3:1][N:2]1[CH:6]2[CH2:7][CH:8](OS(C)(=O)=O)[CH2:9][CH:3]1[CH2:4][CH2:5]2.C([O:17][C:18]([S-:20])=[S:19])C.[Na+]>C1(C)C=CC=CC=1>[CH3:1][N:2]1[C@@H:3]2[CH2:9][CH:8]([S:19][C:18]([SH:20])=[O:17])[CH2:7][C@H:6]1[CH2:5][CH2:4]2 |f:1.2|. Procedure: Tropine-3-mesylate (243.6 g, 1.11 mol) and sodium ethylxanthate (245.1 g, 1.70 mol) were added to stirred toluene (1.25 L) at 36° C. under nitrogen. The mixture was reheated to 35-37° C. (from 30° C.) where it was maintained overnight (˜18 h). The oilbath was removed and water (500 mL) added. After 2 h stirring the mixture was filtered and the phases separated. The toluene phase was washed with deionised water (1×500 mL, 1×300 mL). The yield was found to be 192.36 g, 70.6%, based on 14.42% w/w i...